This data is from the Open Reaction Database (ORD), a public repository of structured organic reaction records. The task is: describe an organic reaction: reactants, conditions, products, and yield Starting materials: O.N (ammonia water), NC1=C(C=C(C(=O)OCC)C=C1)C (Ethyl 4-amino-3-methylbenzoate), C(C)(=O)[O-].[K+] (potassium acetate), C1COCCOCCOCCOCCOCCO1 (18-crown-6), N(=O)OCCC(C)C (isoamyl nitrite), C(C)(=O)OC(C)=O (Acetic anhydride), C([O-])(O)=O.[Na+] (sodium bicarbonate). Run in C(Cl)(Cl)Cl (chloroform). Conditions: time 1 hour. Product: N1N=CC2=CC(=CC=C12)C(=O)OCC (Ethyl 1H-indazole-5-carboxylate). The yield is 30.5%. Reaction SMILES: [NH2:1][C:2]1[CH:12]=[CH:11][C:5]([C:6]([O:8][CH2:9][CH3:10])=[O:7])=[CH:4][C:3]=1[CH3:13].C([O-])(=O)C.[K+].C(OC(=O)C)(=O)C.C1OCCOCCOCCOCCOCCOC1.[N:44](OCCC(C)C)=O.C(=O)(O)[O-].[Na+].O.N>C(Cl)(Cl)Cl>[NH:1]1[C:2]2[C:3](=[CH:4][C:5]([C:6]([O:8][CH2:9][CH3:10])=[O:7])=[CH:11][CH:12]=2)[CH:13]=[N:44]1 |f:1.2,6.7,8.9|. Reported procedure: Ethyl 4-amino-3-methylbenzoate (12.6 g, 70.0 mmol) prepared in the Step 4-1-1 and potassium acetate (7.20 g, 73.5 mmol) were suspended in chloroform (70 ml). Acetic anhydride (14.3 g, 140 mmol) was added to the suspension, and the mixture was stirred for one hour. To the mixture, 18-crown-6 (3.70 g, 14.0 mmol) and isoamyl nitrite (18.9 g, 161 mmol) were added, and the resulting mixture was heated under reflux for 21 hours. After being allowed to cool, under an ice cooling the mixture was rendere... The reactants are [N+](=O)([O-])C=1C=C(C=CC1)N1C(C=2C(C1=O)=CC(=CC2)[N+](=O)[O-])=O (N-(3-nitrophenyl)-4-nitro phthalimide). The reagents and catalysts are [Pt]=O (platinum oxide). The solvent is O1CCCC1 (tetrahydrofuran). The product is NC=1C=C2C(C(=O)N(C2=O)C2=CC(=CC=C2)N)=CC1 (4-amino-N-(3-aminophenyl)phthalimide). As a reaction SMILES: [N+:1]([C:4]1[CH:5]=[C:6]([N:10]2[C:14](=[O:15])[C:13]3=[CH:16][C:17]([N+:20]([O-])=O)=[CH:18][CH:19]=[C:12]3[C:11]2=[O:23])[CH:7]=[CH:8][CH:9]=1)([O-])=O>O1CCCC1.[Pt]=O>[NH2:20][C:17]1[CH:16]=[C:13]2[C:14](=[O:15])[N:10]([C:6]3[CH:7]=[CH:8][CH:9]=[C:4]([NH2:1])[CH:5]=3)[C:11](=[O:23])[C:12]2=[CH:19][CH:18]=1. Reported procedure: A solution of N-(3-nitrophenyl)-4-nitro phthalimide (5.0 g. ) in tetrahydrofuran (300 ml) was reduced under hydrogen (45 psi) using platinum oxide catalyst (0.2 g.) for 18 hours. The solution was dried (MgSO4), filtered through Celite, and the solvent evaporated under reduced pressure to yield 4-amino-N-(3-aminophenyl)phthalimide; 3.8 g. (93.1%); M.P. 228-231°. Calcd. for C14H11N3O2 : C, 66.4; H, 4.4; N, 16.6. Found: C, 66.9; H, 4.9; N, 16.0. The product is Cc1cc(NC2CCN(C(=O)OC(C)(C)C)CC2)ccn1. Reactants: Cc1cc(Br)ccn1, CC(C)(C)OC(=O)N1CCC(N)CC1, Cc1ccccc1, O=C(C=Cc1ccccc1)C=Cc1ccccc1, CC(C)c1cc(C(C)C)c(-c2ccccc2P(C2CCCCC2)C2CCCCC2)c(C(C)C)c1, O=C(C=Cc1ccccc1)C=Cc1ccccc1, O=C(C=Cc1ccccc1)C=Cc1ccccc1, [Pd], [Pd]. RXN SMILES: [Br:1][c:2]1[cH:3][c:4]([CH3:8])[n:5][cH:6][cH:7]1.[C:9]([CH3:10])([CH3:11])([CH3:12])[O:13][C:14](=[O:15])[N:16]1[CH2:17][CH2:18][CH:19]([NH2:22])[CH2:20][CH2:21]1.[CH3:57][c:58]1[cH:59][cH:60][cH:61][cH:62][cH:63]1.[CH:102](=[CH:103][C:104]([CH:105]=[CH:106][c:107]1[cH:108][cH:109][cH:110][cH:111][cH:112]1)=[O:113])[c:114]1[cH:115][cH:116][cH:117][cH:118][cH:119]1.[CH:23]1([P:24]([CH:25]2[CH2:26][CH2:27][CH2:28][CH2:29][CH2:30]2)[c:31]2[cH:32][cH:33][cH:34][cH:35][c:36]2-[c:37]2[c:38]([CH:39]([CH3:40])[CH3:41])[cH:42][c:43]([CH:44]([CH3:45])[CH3:46])[cH:47][c:48]2[CH:49]([CH3:50])[CH3:51])[CH2:52][CH2:53][CH2:54][CH2:55][CH2:56]1.[CH:66](=[CH:67][C:68]([CH:69]=[CH:70][c:71]1[cH:72][cH:73][cH:74][cH:75][cH:76]1)=[O:77])[c:78]1[cH:79][cH:80][cH:81][cH:82][cH:83]1.[CH:84](=[CH:85][C:86]([CH:87]=[CH:88][c:89]1[cH:90][cH:91][cH:92][cH:93][cH:94]1)=[O:95])[c:96]1[cH:97][cH:98][cH:99][cH:100][cH:101]1.[Pd:64].[Pd:65]>>[c:2]1([NH:22][CH:19]2[CH2:18][CH2:17][N:16]([C:14]([O:13][C:9]([CH3:10])([CH3:11])[CH3:12])=[O:15])[CH2:21][CH2:20]2)[cH:3][c:4]([CH3:8])[n:5][cH:6][cH:7]1. The reactants are C[Li] (methyllithium), CCOCC (ether), C(C1=CC=CC=C1)N1CCC(CC1)N(C1=NC=CC=C1C#N)C (1-Benzyl-4-(N-methyl-N-(3-cyano-2-pyridyl)amino)piperidine), CCOCC (ether). Reaction conditions: time 2 hour. Yields the product C(C1=CC=CC=C1)N1CCC(CC1)N(C1=NC=CC=C1C(C)=O)C (1-Benzyl-4-(N-methyl-N-(3-acetyl-2-pyridyl)amino)piperidine). As a reaction SMILES: C[Li].[CH2:3]([N:10]1[CH2:15][CH2:14][CH:13]([N:16]([CH3:25])[C:17]2[C:22](C#N)=[CH:21][CH:20]=[CH:19][N:18]=2)[CH2:12][CH2:11]1)[C:4]1[CH:9]=[CH:8][CH:7]=[CH:6][CH:5]=1.CC[O:28][CH2:29][CH3:30]>>[CH2:3]([N:10]1[CH2:11][CH2:12][CH:13]([N:16]([CH3:25])[C:17]2[C:22]([C:29](=[O:28])[CH3:30])=[CH:21][CH:20]=[CH:19][N:18]=2)[CH2:14][CH2:15]1)[C:4]1[CH:5]=[CH:6][CH:7]=[CH:8][CH:9]=1. Procedure details: To a flame-dried flask containing a mixture of methyllithium (1.5M in ether as complexed with lithium bromide, 5.2 ml) in anhydrous ether (5.2 ml) at -78° under nitrogen is added a solution of 1-benzyl-4-(N-methyl-N-(3-cyano-2-pyridyl)amino)piperidine (XXXIII, EXAMPLE 42, 1.2 g) in anhydrous ether (5.3 ml) over 5 min. The resulting mixture is allowed to warm up to 0° over approximately 2.25 hrs and is quenched with sulfuric acid (2N, 3.9 ml) and stirred at 20°-25° for 2 hrs. The biphasic mixture...